describe an organic reaction: reactants, conditions, products, and yield From a dataset of the Open Reaction Database (ORD), a public repository of structured organic reaction records. Starting materials: C1CCOC1, CCOCC, COC(=O)c1ccc2c(C3CCCCC3)c3n(c2c1)CC(CN(C)CCN(C)CCS(=O)(=O)NCc1ccccc1)Oc1ccccc1-3, Cl, [K+], [OH-]. Product: CN(CCN(C)CC1Cn2c(c(C3CCCCC3)c3ccc(C(=O)O)cc32)-c2ccccc2O1)CCS(=O)(=O)NCc1ccccc1. As a reaction SMILES: [CH2:52]1[O:53][CH2:54][CH2:55][CH2:56]1.[CH3:57][CH2:58][O:59][CH2:60][CH3:61].[CH:3]1([c:9]2[c:10]3[cH:11][cH:12][c:13]([C:47](=[O:48])[O:49][CH3:50])[cH:14][c:15]3[n:16]3[c:22]2-[c:21]2[c:20]([cH:26][cH:25][cH:24][cH:23]2)[O:19][CH:18]([CH2:27][N:28]([CH2:29][CH2:30][N:31]([CH2:32][CH2:33][S:34]([NH:35][CH2:36][c:37]2[cH:38][cH:39][cH:40][cH:41][cH:42]2)(=[O:43])=[O:44])[CH3:45])[CH3:46])[CH2:17]3)[CH2:4][CH2:5][CH2:6][CH2:7][CH2:8]1.[ClH:51].[K+:2].[OH-:1]>>[CH:3]1([c:9]2[c:10]3[cH:11][cH:12][c:13]([C:47](=[O:48])[OH:49])[cH:14][c:15]3[n:16]3[c:22]2-[c:21]2[c:20]([cH:26][cH:25][cH:24][cH:23]2)[O:19][CH:18]([CH2:27][N:28]([CH2:29][CH2:30][N:31]([CH2:32][CH2:33][S:34]([NH:35][CH2:36][c:37]2[cH:38][cH:39][cH:40][cH:41][cH:42]2)(=[O:43])=[O:44])[CH3:45])[CH3:46])[CH2:17]3)[CH2:4][CH2:5][CH2:6][CH2:7][CH2:8]1. Reactants: FC(C(=O)O)(F)F (trifluoroacetic acid), ClC1=C(C=CC=C1)N1C=2N(C3=NC(=NC=C3C1=O)S(=O)C)C=CN2 (4-(2-Chloro-phenyl)-8-methanesulfinyl-4H-3,4,7,9,9b-pentaaza-cyclopenta[a]naphthalen-5-one), NC1=CC=C(C=C1)C1N(CCCC1)C(=O)OC(C)(C)C (tert-butyl 2-(4-aminophenyl)piperidine-1-carboxylate). Solvent: C(C)(=O)OCC (ethyl acetate). Reaction conditions: temperature 35 celsius, time 5 hour. Product: ClC1=C(C=CC=C1)N1C=2N(C3=C(C1=O)C=NC(=N3)NC3=CC=C(C=C3)C3NCCCC3)C=CN2 (6-(2-chlorophenyl)-2-{[4-(piperidin-2-yl)phenyl]amino}imidazo[1,2-a]pyrimido[5,4-e]pyrimidin-5(6H)-one), FC(C(=O)O)(F)F (trifluoroacetic acid). As a reaction SMILES: [Cl:1][C:2]1[CH:7]=[CH:6][CH:5]=[CH:4][C:3]=1[N:8]1[C:17](=[O:18])[C:16]2[C:11](=[N:12][C:13](S(C)=O)=[N:14][CH:15]=2)[N:10]2[CH:22]=[CH:23][N:24]=[C:9]12.[NH2:25][C:26]1[CH:31]=[CH:30][C:29]([CH:32]2[CH2:37][CH2:36][CH2:35][CH2:34][N:33]2C(OC(C)(C)C)=O)=[CH:28][CH:27]=1.[F:45][C:46]([F:51])([F:50])[C:47]([OH:49])=[O:48]>C(OCC)(=O)C>[Cl:1][C:2]1[CH:7]=[CH:6][CH:5]=[CH:4][C:3]=1[N:8]1[C:17](=[O:18])[C:16]2[CH:15]=[N:14][C:13]([NH:25][C:26]3[CH:27]=[CH:28][C:29]([CH:32]4[CH2:37][CH2:36][CH2:35][CH2:34][NH:33]4)=[CH:30][CH:31]=3)=[N:12][C:11]=2[N:10]2[CH:22]=[CH:23][N:24]=[C:9]12.[F:45][C:46]([F:51])([F:50])[C:47]([OH:49])=[O:48]. Reported procedure: A mixture of Example 1E (0.048 g, 0.133 mmol) and tert-butyl 2-(4-aminophenyl)piperidine-1-carboxylate (0.059 g, 0.213 mmol) was heated in a capped vial at 120° C. for 1 hour. The reaction mixture was treated with ethyl acetate and washed with saturated NaHCO3. The organic layer was dried over MgSO4, filtered, and concentrated. The residue was dissolved in CH2Cl2 (2 mL) and treated with trifluoroacetic acid (0.103 ml, 1.334 mmol). The mixture was stirred at 35° C. for 5 hours, concentrated, and ... Reaction SMILES: [CH3:1]C(C)([O-])C.[K+].[CH2:7]([S:14][C:15]1[N:16]=[C:17]2[S:22][CH:21]([CH3:23])[C:20](=[O:24])[N:18]2[N:19]=1)[C:8]1[CH:13]=[CH:12][CH:11]=[CH:10][CH:9]=1.S(OC)(OC)(=O)=O>CN(C)C=O>[CH2:7]([S:14][C:15]1[N:16]=[C:17]2[S:22][C:21]([CH3:23])=[C:20]([O:24][CH3:1])[N:18]2[N:19]=1)[C:8]1[CH:13]=[CH:12][CH:11]=[CH:10][CH:9]=1 |f:0.1|. Conditions: time 10 minute. Yields the product C(C1=CC=CC=C1)SC=1N=C2N(N1)C(=C(S2)C)OC (2-Benzylthio-6-methoxy-5-methylthiazolo[3,2-b][1,2,4]triazole). Procedure: Potassium t-butoxide (2.6 g) was added to a solution of the product of stage (b) in dimethylformamide (30 ml) with stirring and cooling. After 10 minutes, this solution was treated with dimethyl sulphate (2.8 g) and stirring was continued for 4 hours. Addition to ice/water/ether and filtration gave 2.3 g of desired product, mp 101°-103° C. The solvent is CN(C=O)C (dimethylformamide). The reactants are CC(C)([O-])C.[K+] (Potassium t-butoxide), C(C1=CC=CC=C1)SC=1N=C2N(N1)C(C(S2)C)=O (2-Benzylthio-5-methylthiazolo[3,2-b][1,2,4]triazol-6(5H)-one), S(=O)(=O)(OC)OC (dimethyl sulphate). Starting materials: Cl.C(C1=CC=CC=C1)OC(NC1(CCNCC1)C)=O ((4-methyl-piperidin-4-yl)-carbamic acid benzyl ester hydrochloride salt), BrC1=NC=C(C=C1)S(=O)(=O)C (2-bromo-5-(methylsulfonyl)pyridine), C(C)(C)N(CC)C(C)C (diisopropylethylamine). Solvent: O1CCOCC1 (dioxane). Yields the product CS(=O)(=O)C=1C=CC(=NC1)N1CCC(CC1)(C)N (5′-Methanesulfonyl-4-methyl-3,4,5,6-tetrahydro-2H-[1,2′]bipyridinyl-4-ylamine). Isolated yield 72.6%. Reaction SMILES: Cl.C(OC(=O)[NH:11][C:12]1([CH3:18])[CH2:17][CH2:16][NH:15][CH2:14][CH2:13]1)C1C=CC=CC=1.Br[C:21]1[CH:26]=[CH:25][C:24]([S:27]([CH3:30])(=[O:29])=[O:28])=[CH:23][N:22]=1.C(N(C(C)C)CC)(C)C>O1CCOCC1>[CH3:30][S:27]([C:24]1[CH:25]=[CH:26][C:21]([N:15]2[CH2:14][CH2:13][C:12]([NH2:11])([CH3:18])[CH2:17][CH2:16]2)=[N:22][CH:23]=1)(=[O:29])=[O:28] |f:0.1|. Procedure: A solution of (4-methyl-piperidin-4-yl)-carbamic acid benzyl ester hydrochloride salt (0.37 g, 1.3 mmol, Example 30B), 2-bromo-5-(methylsulfonyl)pyridine (0.27 g, 1.15 mmol) and diisopropylethylamine (0.7 mL) in dioxane (4 mL) in a scaled tube was heated to 80° C. for 16 hours. The mixture was cooled, concentrated under reduced pressure and purified by chromatography (silica gel, eluting with 5% hexane/ethyl acetate to 25% ethyl acetate/hexane) to provide the titled compound (0.225 g) as a white... Starting materials: C(C=C)(=O)O (Acrylic acid), CNC1=CC=CC=C1 (N-methylaniline), C([O-])([O-])=O.[Na+].[Na+] (sodium carbonate). Run in O (water). Reaction conditions: time 8 hour. Yields the product C(=O)(O)CCN(C1=CC=CC=C1)C (N-(2-Carboxyethyl)-N-methylaniline). RXN SMILES: [C:1]([OH:5])(=[O:4])[CH:2]=[CH2:3].[CH3:6][NH:7][C:8]1[CH:13]=[CH:12][CH:11]=[CH:10][CH:9]=1.C(=O)([O-])[O-].[Na+].[Na+]>O>[C:1]([CH2:2][CH2:3][N:7]([CH3:6])[C:8]1[CH:13]=[CH:12][CH:11]=[CH:10][CH:9]=1)([OH:5])=[O:4] |f:2.3.4|. Procedure details: Acrylic acid (36.03 g; 0.5 mol) was added to N-methylaniline (53.58 g; 0.5 mol) and an exothermic reaction took place after which reaction was virtually complete. The mixture was stood overnight at room temperature and then diluted with water and made alkaline by the addition of sodium carbonate. The mixture was washed with dichloromethane and then the aqueous layer was cautiously acidified to pH 4.5 by the addition of concentrated hydrochloric acid SG 1.18. The resulting mixture was extracted i... Starting materials: [BH4-], O=C([O-])O, CO, ClC(Cl)Cl, O=Cc1ccc2oc(-c3ccc4ccc(Cl)cc4n3)cc2c1, Cl, [Na+], [Na+]. The product is OCc1ccc2oc(-c3ccc4ccc(Cl)cc4n3)cc2c1. Reaction SMILES: [BH4-:23].[C:26](=[O:27])([O-:28])[OH:29].[CH3:31][OH:32].[CH:33]([Cl:34])([Cl:35])[Cl:36].[Cl:1][c:2]1[cH:3][cH:4][c:5]2[cH:6][cH:7][c:8](-[c:12]3[o:13][c:14]4[c:15]([cH:16]3)[cH:17][c:18]([CH:21]=[O:22])[cH:19][cH:20]4)[n:9][c:10]2[cH:11]1.[ClH:25].[Na+:24].[Na+:30]>>[Cl:1][c:2]1[cH:3][cH:4][c:5]2[cH:6][cH:7][c:8](-[c:12]3[o:13][c:14]4[c:15]([cH:16]3)[cH:17][c:18]([CH2:21][OH:22])[cH:19][cH:20]4)[n:9][c:10]2[cH:11]1. The reactants are C(C)(C)(C)OC(=O)NC1CCN(CC1)C([C@@](C1=CC=CC=C1)(O)[C@H]1CC(CC1)(F)F)=O (4-t-butoxycarbonylamino-1-{(2R)-2-((1R)-3, 3-difluorocyclopentyl)-2-hydroxy-2-phenylacetyl}piperidine), Cl.CO (HCl methanol). Run at time 3 hour. Yields the product Cl.NC1CCN(CC1)C([C@@](C1=CC=CC=C1)(O)[C@H]1CC(CC1)(F)F)=O (4-Amino-1-{(2R)-2-((1R)-3,3-difluorocyclopentyl)-2-hydroxy-2-Phenylacetyl}piperidine monohydrochloride). Reaction SMILES: C(OC([NH:8][CH:9]1[CH2:14][CH2:13][N:12]([C:15](=[O:31])[C@:16]([C@@H:24]2[CH2:28][CH2:27][C:26]([F:30])([F:29])[CH2:25]2)([OH:23])[C:17]2[CH:22]=[CH:21][CH:20]=[CH:19][CH:18]=2)[CH2:11][CH2:10]1)=O)(C)(C)C.[ClH:32].CO>>[ClH:32].[NH2:8][CH:9]1[CH2:10][CH2:11][N:12]([C:15](=[O:31])[C@:16]([C@@H:24]2[CH2:28][CH2:27][C:26]([F:29])([F:30])[CH2:25]2)([OH:23])[C:17]2[CH:22]=[CH:21][CH:20]=[CH:19][CH:18]=2)[CH2:13][CH2:14]1 |f:1.2,3.4|. Procedure: In 2 ml of 10% HCl-methanol, 84 mg of 4-t-butoxycarbonylamino-1-{(2R)-2-((1R)-3, 3-difluorocyclopentyl)-2-hydroxy-2-phenylacetyl}piperidine was dissolved, and stirred for 3 hours at room temperature. The solvent was distilled off under reduced pressure, and 60 mg of the title compound was obtained as a colorless solid by recrystallizing the resulting residue from ethyl acetate/hexane.